From a dataset of the Open Reaction Database (ORD), a public repository of structured organic reaction records. describe an organic reaction: reactants, conditions, products, and yield Reaction conditions: temperature 100 celsius. Reported procedure: To a solution of 6-[(6-hydroxypyridin-3-yl)methyl]-3-[(3R,4S)-3-hydroxytetrahydro-2H-pyran-4-yl]benzo[h]quinazolin-4(3H)-one (Example 29, 0.025 g, 0.062 mmol) in 1 mL of acetonitrile was added sodium chlorodifluoroacetate (0.010 g, 0.068 mmol). The reaction was heated to reflux under an atmosphere of nitrogen for 4 h, and then DMF (0.310 mL) was added. The mixture was heated to 100° C. for 1 h, cooled to rt, and diluted with ethyl acetate. The organic solution was washed 3× with water, dried ove... Starting materials: OC1=CC=C(C=N1)CC=1C=C2C(N(C=NC2=C2C1C=CC=C2)[C@@H]2[C@H](COCC2)O)=O (6-[(6-hydroxypyridin-3-yl)methyl]-3-[(3R,4S)-3-hydroxytetrahydro-2H-pyran-4-yl]benzo[h]quinazolin-4(3H)-one), ClC(C(=O)[O-])(F)F.[Na+] (sodium chlorodifluoroacetate), CN(C)C=O (DMF). RXN SMILES: [OH:1][C:2]1[N:7]=[CH:6][C:5]([CH2:8][C:9]2[CH:10]=[C:11]3[C:16](=[C:17]4[CH:22]=[CH:21][CH:20]=[CH:19][C:18]=24)[N:15]=[CH:14][N:13]([C@H:23]2[CH2:28][CH2:27][O:26][CH2:25][C@@H:24]2[OH:29])[C:12]3=[O:30])=[CH:4][CH:3]=1.Cl[C:32]([F:37])([F:36])C([O-])=O.[Na+].CN(C=O)C>C(#N)C.C(OCC)(=O)C>[F:36][CH:32]([F:37])[O:1][C:2]1[N:7]=[CH:6][C:5]([CH2:8][C:9]2[CH:10]=[C:11]3[C:16](=[C:17]4[CH:22]=[CH:21][CH:20]=[CH:19][C:18]=24)[N:15]=[CH:14][N:13]([C@H:23]2[CH2:28][CH2:27][O:26][CH2:25][C@@H:24]2[OH:29])[C:12]3=[O:30])=[CH:4][CH:3]=1 |f:1.2|. Run in C(C)(=O)OCC (ethyl acetate), C(C)#N (acetonitrile). Yields the product FC(OC1=CC=C(C=N1)CC=1C=C2C(N(C=NC2=C2C1C=CC=C2)[C@@H]2[C@H](COCC2)O)=O)F (6-{[6-(Difluoromethoxy)pyridine-3-yl]methyl}-3-[(3R,4S)-3-hydroxytetrahydro-2H-pyran-4-yl]benzo[h]quinazolin-4(3H)-one).